Dataset: the Open Reaction Database (ORD), a public repository of structured organic reaction records. Task: describe an organic reaction: reactants, conditions, products, and yield Reactants: C1CCC2=NCCCN2CC1, CCOC(=O)Nc1nc2cc(OC)ccc2nc1OC, C1CCOC1, c1ccc(N2CCNCC2)cc1. Product: COc1ccc2nc(OC)c(NC(=O)N3CCN(c4ccccc4)CC3)nc2c1. As a reaction SMILES: [CH2:33]1[CH2:34][CH2:35][C:36]2=[N:41][CH2:40][CH2:39][CH2:38][N:37]2[CH2:42][CH2:43]1.[CH3:1][O:2][c:3]1[n:4][c:5]2[cH:6][cH:7][c:8]([O:19][CH3:20])[cH:9][c:10]2[n:11][c:12]1[NH:13][C:14]([O:15][CH2:16][CH3:17])=[O:18].[O:44]1[CH2:45][CH2:46][CH2:47][CH2:48]1.[c:21]1([N:27]2[CH2:28][CH2:29][NH:30][CH2:31][CH2:32]2)[cH:22][cH:23][cH:24][cH:25][cH:26]1>>[CH3:1][O:2][c:3]1[n:4][c:5]2[cH:6][cH:7][c:8]([O:19][CH3:20])[cH:9][c:10]2[n:11][c:12]1[NH:13][C:14](=[O:18])[N:30]1[CH2:29][CH2:28][N:27]([c:21]2[cH:22][cH:23][cH:24][cH:25][cH:26]2)[CH2:32][CH2:31]1.